Dataset: the Open Reaction Database (ORD), a public repository of structured organic reaction records. Task: describe an organic reaction: reactants, conditions, products, and yield Reactants: Cn1nnnc1C(=O)c1cccc(OC(F)(F)F)c1, CCOC(C)=O, Cl, NO, c1ccncc1. Yields the product Cn1nnnc1C(=NO)c1cccc(OC(F)(F)F)c1. As a reaction SMILES: [CH3:1][n:2]1[n:3][n:4][n:5][c:6]1[C:7](=[O:8])[c:9]1[cH:10][c:11]([O:15][C:16]([F:17])([F:18])[F:19])[cH:12][cH:13][cH:14]1.[CH3:29][CH2:30][O:31][C:32](=[O:33])[CH3:34].[ClH:20].[NH2:21][OH:22].[cH:23]1[cH:24][cH:25][n:26][cH:27][cH:28]1>>[CH3:1][n:2]1[n:3][n:4][n:5][c:6]1[C:7]([c:9]1[cH:10][c:11]([O:15][C:16]([F:17])([F:18])[F:19])[cH:12][cH:13][cH:14]1)=[N:21][OH:22]. Reactants: C#CCCOCCCCCCBr, O=C([O-])O, CS(C)=O, CCOCC, [Na+]. Yields the product C#CCCOCCCCCC=O. RXN SMILES: [Br:1][CH2:2][CH2:3][CH2:4][CH2:5][CH2:6][CH2:7][O:8][CH2:9][CH2:10][C:11]#[CH:12].[C:13]([O-:14])(=[O:15])[OH:16].[CH3:18][S:19]([CH3:20])=[O:21].[CH3:22][CH2:23][O:24][CH2:25][CH3:26].[Na+:17]>>[CH:2]([CH2:3][CH2:4][CH2:5][CH2:6][CH2:7][O:8][CH2:9][CH2:10][C:11]#[CH:12])=[O:14]. Reactants: C(C)(C)(C)OC(=O)C(CC(=O)OC)=C(O)C(N(C\C=C\C1=CC=CC=C1)C(C(CC=1OC(=CC1)C(NC1=CC=CC=C1)=O)C(=O)OC(C)(C)C)C)=O (methyl 3-(tert-butoxycarbonyl)-4-[N-[(1RS,2RS)-2-(tert-butoxycarbonyl)-1-methyl-3-{5-(phenylcarbamoyl)-2-furyl}propyl]-N-{(E)-3-phenyl-2-propenyl}carbamoyl]-4-hydroxy-3-butenoate), Cl (hydrochloric acid), [OH-].[Na+] (sodium hydroxide). The solvent is O1CCCC1 (tetrahydrofuran), O (water). Product: C(C)(C)(C)OC(=O)C(CC(=O)O)=C(O)C(N(C\C=C\C1=CC=CC=C1)C(C(CC=1OC(=CC1)C(NC1=CC=CC=C1)=O)C(=O)OC(C)(C)C)C)=O (3-(tert-butoxycarbonyl)-4-[N-[(1RS,2RS)-2-(tert-butoxycarbonyl)-1-methyl-3-{5-(phenylcarbamoyl)-2-furyl}propyl]-N-{(E)-3-phenyl-2-propenyl}carbamoyl]-4-hydroxy-3-butenoic acid). The yield is 66.0%. Reaction SMILES: [C:1]([O:5][C:6]([C:8](=[C:14]([C:16](=[O:52])[N:17]([CH:27]([CH3:51])[CH:28]([C:44]([O:46][C:47]([CH3:50])([CH3:49])[CH3:48])=[O:45])[CH2:29][C:30]1[O:31][C:32]([C:35](=[O:43])[NH:36][C:37]2[CH:42]=[CH:41][CH:40]=[CH:39][CH:38]=2)=[CH:33][CH:34]=1)[CH2:18]/[CH:19]=[CH:20]/[C:21]1[CH:26]=[CH:25][CH:24]=[CH:23][CH:22]=1)[OH:15])[CH2:9][C:10]([O:12]C)=[O:11])=[O:7])([CH3:4])([CH3:3])[CH3:2].[OH-].[Na+].Cl>O1CCCC1.O>[C:1]([O:5][C:6]([C:8](=[C:14]([C:16](=[O:52])[N:17]([CH:27]([CH3:51])[CH:28]([C:44]([O:46][C:47]([CH3:50])([CH3:49])[CH3:48])=[O:45])[CH2:29][C:30]1[O:31][C:32]([C:35](=[O:43])[NH:36][C:37]2[CH:38]=[CH:39][CH:40]=[CH:41][CH:42]=2)=[CH:33][CH:34]=1)[CH2:18]/[CH:19]=[CH:20]/[C:21]1[CH:26]=[CH:25][CH:24]=[CH:23][CH:22]=1)[OH:15])[CH2:9][C:10]([OH:12])=[O:11])=[O:7])([CH3:4])([CH3:3])[CH3:2] |f:1.2|. Procedure: 68 mg of methyl 3-(tert-butoxycarbonyl)-4-[N-[(1RS,2RS)-2-(tert-butoxycarbonyl)-1-methyl-3-{5-(phenylcarbamoyl)-2-furyl}propyl]-N-{(E)-3-phenyl-2-propenyl}carbamoyl]-4-hydroxy-3-butenoate was dissolved in a mixture of 3 ml of tetrahydrofuran and 1 ml of water and stirred together with 1 ml of 1N aqueous sodium hydroxide at room temperature for 40 hours. The reaction solution was acidified with 1N hydrochloric acid and extracted with ethyl acetate. The organic layer was dried over anhydrous magne... The reactants are COC1=C(C=CC=C1)N1CCNCC1 (1-(2-methoxyphenyl)piperazine), C[C@H]1N(S(OC1)(=O)=O)C1=NC=CC=C1 ((R)4-methyl-3-pyridin-2-yl[1,2,3]oxathiazolidine-2,2-dioxide), Cl (hydrochloric acid). Solvent: C(C)#N (acetonitrile). Conditions: temperature 50 celsius, time 0.5 hour. The product is COC1=C(C=CC=C1)N1CCN(CC1)C[C@H](NC1=NC=CC=C1)C ((R)-1-(2-Methoxyphenyl)-4-[2-(methyl)-2-(2-pyridinylamino)ethyl]piperazine). The yield is 79.2%. RXN SMILES: [CH3:1][O:2][C:3]1[CH:8]=[CH:7][CH:6]=[CH:5][C:4]=1[N:9]1[CH2:14][CH2:13][NH:12][CH2:11][CH2:10]1.[CH3:15][C@@H:16]1[CH2:20]OS(=O)(=O)[N:17]1[C:23]1[CH:28]=[CH:27][CH:26]=[CH:25][N:24]=1.Cl>C(#N)C>[CH3:1][O:2][C:3]1[CH:8]=[CH:7][CH:6]=[CH:5][C:4]=1[N:9]1[CH2:14][CH2:13][N:12]([CH2:15][C@@H:16]([CH3:20])[NH:17][C:23]2[CH:28]=[CH:27][CH:26]=[CH:25][N:24]=2)[CH2:11][CH2:10]1. Procedure: 9.16 grams (46.6 millimoles) of 1-(2-methoxyphenyl)piperazine in one portion was added under argon to a solution of 10 grams (46.6 millimoles) of (R)4-methyl-3-pyridin-2-yl[1,2,3]oxathiazolidine-2,2-dioxide in 200 milliliters of acetonitrile. The mixture became yellow. After 1/2 hour, the reaction mixture was heated to 50° C. for 1 hour and then stirred at room temperature overnight. Then dilute hydrochloric acid was added. The mixture was washed with ethyl acetate, basified to pH 12 and extract... The reactants are O(C1=CC=CC=C1)C=1C=C(CS)C=CC1 (3-phenoxybenzyl thiol), O (water), [H-].[Na+] (sodium hydride), FC(C1(CO1)C1=CC=C(C=C1)OCC)(F)F (1,1,1-trifluoro-2-(4-ethoxyphenyl)-prop-2-ene oxide). Run in CN(C=O)C (N,N-dimethylformamide), C(C)(=O)O (acetic acid). Conditions: time 30 minute. Yields the product O(C1=CC=CC=C1)C=1C=C(CSCC(C(F)(F)F)(O)C2=CC=C(C=C2)OCC)C=CC1 (1,1,1-trifluoro-2-(4-ethoxyphenyl)-2-hydroxyprop-3-yl 3-phenoxybenzyl sulphide). The yield is 69.0%. Reaction SMILES: [H-].[Na+].[O:3]([C:10]1[CH:11]=[C:12]([CH:15]=[CH:16][CH:17]=1)[CH2:13][SH:14])[C:4]1[CH:9]=[CH:8][CH:7]=[CH:6][CH:5]=1.[F:18][C:19]([F:33])([F:32])[C:20]1([C:23]2[CH:28]=[CH:27][C:26]([O:29][CH2:30][CH3:31])=[CH:25][CH:24]=2)[O:22][CH2:21]1.O>CN(C)C=O.C(O)(=O)C>[O:3]([C:10]1[CH:11]=[C:12]([CH:15]=[CH:16][CH:17]=1)[CH2:13][S:14][CH2:21][C:20]([C:23]1[CH:28]=[CH:27][C:26]([O:29][CH2:30][CH3:31])=[CH:25][CH:24]=1)([OH:22])[C:19]([F:18])([F:32])[F:33])[C:4]1[CH:5]=[CH:6][CH:7]=[CH:8][CH:9]=1 |f:0.1|. Procedure: To a suspension of sodium hydride (0.1 g) in N,N-dimethylformamide (10 cm3) at 0° C. was added 3-phenoxybenzyl thiol (0.28 g). After stirring for 30 minutes, 1,1,1-trifluoro-2-(4-ethoxyphenyl)-prop-2-ene oxide (0.3 g) was added. The reaction mixture was stirred for ten minutes before being added to water (25 cm3) and neutralised with acetic acid. The product was extracted into diethyl ether (200 cm3). The organic layer was dried over anhydrous sodium sulphate and the solvent removed by evaporati... The product is ClC1=CC(=C(OC=2C=C3C(=C(N=C(C3=CC2)C#N)C(=O)NCC(=O)O)O)C(=C1)C)C ({[6-(4-Chloro-2,6-dimethyl-phenoxy)-1-cyano-4-hydroxy-isoquinoline-3-carbonyl]-amino}-acetic acid). Reaction SMILES: C(O[C:6]([C:8]1[N:9]=[C:10]([C:29]#[N:30])[C:11]2[C:16]([C:17]=1[OH:18])=[CH:15][C:14]([O:19][C:20]1[C:25]([CH3:26])=[CH:24][C:23]([Cl:27])=[CH:22][C:21]=1[CH3:28])=[CH:13][CH:12]=2)=[O:7])CCC.[NH2:31][CH2:32][C:33]([OH:35])=[O:34]>>[Cl:27][C:23]1[CH:24]=[C:25]([CH3:26])[C:20]([O:19][C:14]2[CH:15]=[C:16]3[C:11](=[CH:12][CH:13]=2)[C:10]([C:29]#[N:30])=[N:9][C:8]([C:6]([NH:31][CH2:32][C:33]([OH:35])=[O:34])=[O:7])=[C:17]3[OH:18])=[C:21]([CH3:28])[CH:22]=1. Reported procedure: The title compound was synthesized from 6-(4-Chloro-2,6-dimethyl-phenoxy)-1-cyano-4-hydroxy-isoquinoline-3-carboxylic acid butyl ester and glycine in analogy to example 1b; MS-(−)-ion: M−1=424.3. The reactants are C(CCC)OC(=O)C=1N=C(C2=CC=C(C=C2C1O)OC1=C(C=C(C=C1C)Cl)C)C#N (6-(4-Chloro-2,6-dimethyl-phenoxy)-1-cyano-4-hydroxy-isoquinoline-3-carboxylic acid butyl ester), NCC(=O)O (glycine). Starting materials: Cc1ccccc1C, NC1CC1, Cc1ccnc(Cl)c1NC(=O)c1cccnc1Cl, [F-], [K+]. Product: Cc1ccnc(Cl)c1NC(=O)c1cccnc1NC1CC1. As a reaction SMILES: [CH3:25][c:26]1[c:27]([CH3:28])[cH:29][cH:30][cH:31][cH:32]1.[CH:21]1([NH2:24])[CH2:22][CH2:23]1.[Cl:1][c:2]1[n:3][cH:4][cH:5][cH:6][c:7]1[C:8](=[O:9])[NH:10][c:11]1[c:12]([Cl:18])[n:13][cH:14][cH:15][c:16]1[CH3:17].[F-:19].[K+:20]>>[c:2]1([NH:24][CH:21]2[CH2:22][CH2:23]2)[n:3][cH:4][cH:5][cH:6][c:7]1[C:8](=[O:9])[NH:10][c:11]1[c:12]([Cl:18])[n:13][cH:14][cH:15][c:16]1[CH3:17].